This data is from the Open Reaction Database (ORD), a public repository of structured organic reaction records. The task is: describe an organic reaction: reactants, conditions, products, and yield Starting materials: C(C)(=O)OCC (ethyl acetate), C(C(C)(C)C)(=O)OCI (Iodomethyl pivalate), [K] (potassium), C(=O)(O)C=1N2C(C(C2SCC1CSC1=NN=C(S1)C)NC(CC=1SC(SC1)=O)=O)=O (2-carboxy-3-[(2-methyl-1,3,4-thiadiazol-5-yl)-thiomethyl]-8-oxo-7-[(1,3-dithiol-2-on-4-yl)-acetamido]-5-thia-1-aza-bicyclo-[4.2.0]oct-2-ene). Run in O (water), CN(C=O)C (dimethyl formamide). Run at temperature 0 celsius, time 10 minute. Product: CC=1SC(=NN1)SCC1=C(N2C(C(C2SC1)NC(CC=1SC(SC1)=O)=O)=O)C(=O)OCOC(C(C)(C)C)=O (3-[(2-Methyl-1,3,4-thiadiazol-5-yl)-thiomethyl]-8-oxo-7-[(1,3-dithiol-2-on-4-yl)-acetamido]-2-pivaloyloxymethoxycarbonyl-5-thia-1-aza-bicyclo[4.2.0]oct-2-ene). Yield: 47.2%. RXN SMILES: [C:1]([O:7][CH2:8]I)(=[O:6])[C:2]([CH3:5])([CH3:4])[CH3:3].[K].[C:11]([C:14]1[N:15]2[CH:18]([S:19][CH2:20][C:21]=1[CH2:22][S:23][C:24]1[S:28][C:27]([CH3:29])=[N:26][N:25]=1)[CH:17]([NH:30][C:31](=[O:39])[CH2:32][C:33]1[S:34][C:35](=[O:38])[S:36][CH:37]=1)[C:16]2=[O:40])([OH:13])=[O:12].C(OCC)(=O)C>CN(C)C=O.O>[CH3:29][C:27]1[S:28][C:24]([S:23][CH2:22][C:21]2[CH2:20][S:19][CH:18]3[N:15]([C:16](=[O:40])[CH:17]3[NH:30][C:31](=[O:39])[CH2:32][C:33]3[S:34][C:35](=[O:38])[S:36][CH:37]=3)[C:14]=2[C:11]([O:13][CH2:8][O:7][C:1](=[O:6])[C:2]([CH3:5])([CH3:4])[CH3:3])=[O:12])=[N:25][N:26]=1 |^1:9|. Procedure details: Iodomethyl pivalate (2.66 g.) is added to a suspension of the potassium salt of 2-carboxy-3-[(2-methyl-1,3,4-thiadiazol-5-yl)-thiomethyl]-8-oxo-7-[(1,3-dithiol-2-on-4-yl)-acetamido]-5-thia-1-aza-bicyclo-[4.2.0]oct-2-ene (5.18 g.) in dimethyl formamide (100 cc.) cooled to 0° C. The reaction mixture is stirred for 10 minutes at 5° C.; it becomes limpid and is poured into a decanting funnel containing ethyl acetate (100 cc.) and water (200 cc.). The organic phase is washed with a saturated sodium b... Starting materials: O (Water), C1(CC1)CS(=O)(=O)C1CCC(CC1)(CC1CC1)CN (C-(4-cyclopropylmethanesulfonyl-1-cyclopropylmethyl-cyclohexyl)-methylamine), C(C)N(C(C)C)C(C)C (N-ethyldiisopropylamine), CC1=C(C(=O)Cl)C=CC(=N1)C(F)(F)F (2-methyl-6-(trifluoromethyl)nicotinoyl chloride). Run in C(Cl)Cl (DCM), C(Cl)Cl (DCM). Run at time 90 minute. Product: C1(CC1)CS(=O)(=O)C1CCC(CC1)(CC1CC1)CNC(C1=C(N=C(C=C1)C(F)(F)F)C)=O (N-(4-Cyclopropylmethanesulfonyl-1-cyclopropylmethyl-cyclohexylmethyl)-2-methyl-6-trifluoromethyl-nicotinamide). The yield is 51.3%. Reaction SMILES: [CH:1]1([CH2:4][S:5]([CH:8]2[CH2:13][CH2:12][C:11]([CH2:18][NH2:19])([CH2:14][CH:15]3[CH2:17][CH2:16]3)[CH2:10][CH2:9]2)(=[O:7])=[O:6])[CH2:3][CH2:2]1.C(N(C(C)C)C(C)C)C.[CH3:29][C:30]1[N:38]=[C:37]([C:39]([F:42])([F:41])[F:40])[CH:36]=[CH:35][C:31]=1[C:32](Cl)=[O:33].O>C(Cl)Cl>[CH:1]1([CH2:4][S:5]([CH:8]2[CH2:13][CH2:12][C:11]([CH2:18][NH:19][C:32](=[O:33])[C:31]3[CH:35]=[CH:36][C:37]([C:39]([F:42])([F:40])[F:41])=[N:38][C:30]=3[CH3:29])([CH2:14][CH:15]3[CH2:16][CH2:17]3)[CH2:10][CH2:9]2)(=[O:7])=[O:6])[CH2:3][CH2:2]1. Procedure: To a stirred solution of C-(4-cyclopropylmethanesulfonyl-1-cyclopropylmethyl-cyclohexyl)-methylamine (200 mg; 0.701 mmol) and N-ethyldiisopropylamine (0.15 ml; 0.841 mmol) in DCM (5 ml) was added 2-methyl-6-(trifluoromethyl)nicotinoyl chloride (172 mg; 0.771 mmol). The mixture was stirred for 90 minutes. Water (4 ml) and DCM (4 ml) were added and the mixture was stirred vigorously for 5 minutes then passed through a PTFE separation frit. The organic phase was collected and evaporated in vacuo to... The reactants are N(=[N+]=[N-])CCCC(F)(F)P(OCC)(OCC)=O (diethyl 4-azido-1,1-difluorobutylphosphonate), Cl (HCl), CCOCC (ether). Reagents/catalysts: [OH-].[Pd+2].[OH-] (palladium hydroxide). The solvent is CCO (EtOH). Reaction conditions: time 8 hour. Yields the product Cl.NCCCC(F)(F)P(OCC)(OCC)=O (diethyl 4-amino-1,1-difluorobutylphosphonate hydrochloride). Reaction SMILES: [N:1]([CH2:4][CH2:5][CH2:6][C:7]([P:10](=[O:17])([O:14][CH2:15][CH3:16])[O:11][CH2:12][CH3:13])([F:9])[F:8])=[N+]=[N-].[ClH:18].CCOCC>CCO.[OH-].[Pd+2].[OH-]>[ClH:18].[NH2:1][CH2:4][CH2:5][CH2:6][C:7]([P:10](=[O:17])([O:14][CH2:15][CH3:16])[O:11][CH2:12][CH3:13])([F:8])[F:9] |f:4.5.6,7.8|. Reported procedure: To a solution of diethyl 4-azido-1,1-difluorobutylphosphonate (1 eq) in EtOH (2 M) was added palladium hydroxide (0.05 eq) and 2 M HCl in ether (1.1 eq). The reaction mixture was stirred under hydrogen (1 atm) overnight. The palladium was filtered off and the filtrate was concentrated en vaccuo. The crude mixture was used for the next reaction without further purification. The reactants are CC(O)c1ccc2c(c1)cc(-c1cc3ccccc3nc1Cl)n2C(=O)OC(C)(C)C, ClCCl, O=[Mn]=O. Yields the product CC(=O)c1ccc2c(c1)cc(-c1cc3ccccc3nc1Cl)n2C(=O)OC(C)(C)C. As a reaction SMILES: [Cl:1][c:2]1[n:3][c:4]2[cH:5][cH:6][cH:7][cH:8][c:9]2[cH:10][c:11]1-[c:12]1[n:13]([C:24](=[O:25])[O:26][C:27]([CH3:28])([CH3:29])[CH3:30])[c:14]2[cH:15][cH:16][c:17]([CH:21]([CH3:22])[OH:23])[cH:18][c:19]2[cH:20]1.[Cl:31][CH2:32][Cl:33].[O:34]=[Mn:35]=[O:36]>>[Cl:1][c:2]1[n:3][c:4]2[cH:5][cH:6][cH:7][cH:8][c:9]2[cH:10][c:11]1-[c:12]1[n:13]([C:24](=[O:25])[O:26][C:27]([CH3:28])([CH3:29])[CH3:30])[c:14]2[cH:15][cH:16][c:17]([C:21]([CH3:22])=[O:23])[cH:18][c:19]2[cH:20]1. The reactants are Cc1ccccc1, COC(=O)c1ccc(O)cc1, O=C(Cl)Cl, c1ccncc1. Product: COC(=O)c1ccc(OC(=O)Cl)cc1. Reaction SMILES: [CH3:22][c:23]1[cH:24][cH:25][cH:26][cH:27][cH:28]1.[CH3:5][O:6][C:7]([c:8]1[cH:9][cH:10][c:11]([OH:14])[cH:12][cH:13]1)=[O:15].[Cl:1][C:2]([Cl:3])=[O:4].[cH:16]1[cH:17][cH:18][n:19][cH:20][cH:21]1>>[Cl:1][C:2](=[O:4])[O:14][c:11]1[cH:10][cH:9][c:8]([C:7]([O:6][CH3:5])=[O:15])[cH:13][cH:12]1. Starting materials: O=C([O-])[O-], CCC(O)(c1ccc(O)cc1)c1ccccc1OC, CCCC[N+](CCCC)(CCCC)CCCC, CCOC(C)=O, ClCCCN1CCCCC1, [K+], [K+], O=S(=O)([O-])O. Yields the product CCC(O)(c1ccc(OCCCN2CCCCC2)cc1)c1ccccc1OC. Reaction SMILES: [C:30](=[O:31])([O-:32])[O-:33].[CH2:1]([CH3:2])[C:3]([c:4]1[cH:5][cH:6][c:7]([OH:10])[cH:8][cH:9]1)([c:11]1[c:12]([O:17][CH3:18])[cH:13][cH:14][cH:15][cH:16]1)[OH:19].[CH2:41]([N+:42]([CH2:43][CH2:44][CH2:45][CH3:46])([CH2:47][CH2:48][CH2:49][CH3:50])[CH2:51][CH2:52][CH2:53][CH3:54])[CH2:55][CH2:56][CH3:57].[CH3:58][CH2:59][O:60][C:61](=[O:62])[CH3:63].[Cl:20][CH2:21][CH2:22][CH2:23][N:24]1[CH2:25][CH2:26][CH2:27][CH2:28][CH2:29]1.[K+:34].[K+:35].[S:36]([O-:37])([OH:38])(=[O:39])=[O:40]>>[CH2:1]([CH3:2])[C:3]([c:4]1[cH:5][cH:6][c:7]([O:10][CH2:21][CH2:22][CH2:23][N:24]2[CH2:25][CH2:26][CH2:27][CH2:28][CH2:29]2)[cH:8][cH:9]1)([c:11]1[c:12]([O:17][CH3:18])[cH:13][cH:14][cH:15][cH:16]1)[OH:19]. Starting materials: ClC(F)F (chlorodifluoromethane), [OH-].[Na+] (sodium hydroxide), Cl (hydrochloric acid), COC(C(=CO)C1=C(C=CC=C1)COC1=C(C=CC=C1)C)=O (3-hydroxy-2-[2-(2-methylphenoxymethyl)phenyl]-acrylic acid methyl ester), C1COCCOCCOCCOCCO1 (15-crown-5). Solvent: O (water), CN1C(CCC1)=O (N-methylpyrrolidone). Conditions: temperature 5 celsius. Yields the product COC(C(=COC(F)F)C1=C(C=CC=C1)COC1=C(C=CC=C1)C)=O (3-difluoromethoxy-2-[2-(2-methylphenoxymethyl)phenyl]-acrylic acid methyl ester). RXN SMILES: Cl[CH:2]([F:4])[F:3].[CH3:5][O:6][C:7](=[O:26])[C:8]([C:11]1[CH:16]=[CH:15][CH:14]=[CH:13][C:12]=1[CH2:17][O:18][C:19]1[CH:24]=[CH:23][CH:22]=[CH:21][C:20]=1[CH3:25])=[CH:9][OH:10].C1OCCOCCOCCOCCOC1.[OH-].[Na+].Cl>CN1CCCC1=O.O>[CH3:5][O:6][C:7](=[O:26])[C:8]([C:11]1[CH:16]=[CH:15][CH:14]=[CH:13][C:12]=1[CH2:17][O:18][C:19]1[CH:24]=[CH:23][CH:22]=[CH:21][C:20]=1[CH3:25])=[CH:9][O:10][CH:2]([F:4])[F:3] |f:3.4|. Procedure details: With vigorous stirring at 5° C., chlorodifluoromethane is passed into a solution of 5.7 g of 3-hydroxy-2-[2-(2-methylphenoxymethyl)phenyl]-acrylic acid methyl ester and 0.19 g of 15-crown-5 in 95 ml of N-methylpyrrolidone while simultaneously adding dropwise a solution of 5.34 g of sodium hydroxide in 6.7 ml of water and the reaction mixture is left to react for 1.5 hours. The reaction mixture is then poured onto ice-water, acidified with 4N hydrochloric acid and extracted exhaustively with ethy...